Dataset: the Open Reaction Database (ORD), a public repository of structured organic reaction records. Task: describe an organic reaction: reactants, conditions, products, and yield The product is CN1CCC(=CC1)/C=C/C2=CC=CC3=CC=CC=C32.Cl (B-115). Reaction SMILES: [OH-].[Na+].[Cl:3][C:4]1[CH:10]=[C:9]([N+]([O-])=O)[CH:8]=[C:7](Cl)[C:5]=1N.F[C:16]1[C:23]([C:24]#N)=[C:22](F)[C:21](F)=C(F)C=1C#N.O.[CH3:30][N:31]([CH:33]=O)[CH3:32]>>[CH3:30][N:31]1[CH2:33][CH:16]=[C:23](/[CH:22]=[CH:21]/[C:4]2[C:5]3[C:7](=[CH:10][CH:4]=[CH:5][CH:7]=3)[CH:8]=[CH:9][CH:10]=2)[CH2:24][CH2:32]1.[ClH:3] |f:0.1,6.7|. The reactants are O (water), [OH-].[Na+] (sodium hydroxide), ClC1=C(N)C(=CC(=C1)[N+](=O)[O-])Cl (2,6-dichloro-4-nitroaniline), CN(C)C=O (DMF), FC1=C(C#N)C(=C(C(=C1C#N)F)F)F (2,4,5,6-tetrafluoroisophthalonitrile). Procedure: 3.12 g (0.078 mol) of sodium hydroxide was added to a solution of 8.07 g (0.039 mol) of 2,6-dichloro-4-nitroaniline in 60 mL of DMF, followed by addition of 7.80 g (0.039 mol) of 2,4,5,6-tetrafluoroisophthalonitrile under stirring, the mixture was stirred for 5 h after addition at room temperature. After the reaction was over by Thin-Layer Chromatography monitoring, the reaction mixture was poured into water and extracted with ethyl acetate, the organic phase was washed with water and saturated ...